Task: describe an organic reaction: reactants, conditions, products, and yield. Dataset: the Open Reaction Database (ORD), a public repository of structured organic reaction records Reactants: ClC=1C=C(CNC(=O)C2=CC=C(C=C2)C2=C(C=CC(=C2)C=2OC(=NN2)C)C)C=CC1 (N-(3-chlorobenzyl)-2′-methyl-5′-(5-methyl-1,3,4-oxadiazol-2-yl)-1,1′-biphenyl-4-carboxamide), IC (iodomethane). The product is ClC=1C=C(CN(C(=O)C2=CC=C(C=C2)C2=C(C=CC(=C2)C=2OC(=NN2)C)C)C)C=CC1 (N-(3-Chlorobenzyl)-N-methyl-2′-methyl-5′-(5-methyl-1,3,4-oxadiazol-2-yl)-1,1′-biphenyl-4-carboxamide). As a reaction SMILES: [Cl:1][C:2]1[CH:3]=[C:4]([CH:28]=[CH:29][CH:30]=1)[CH2:5][NH:6][C:7]([C:9]1[CH:14]=[CH:13][C:12]([C:15]2[CH:20]=[C:19]([C:21]3[O:22][C:23]([CH3:26])=[N:24][N:25]=3)[CH:18]=[CH:17][C:16]=2[CH3:27])=[CH:11][CH:10]=1)=[O:8].I[CH3:32]>>[Cl:1][C:2]1[CH:3]=[C:4]([CH:28]=[CH:29][CH:30]=1)[CH2:5][N:6]([CH3:32])[C:7]([C:9]1[CH:14]=[CH:13][C:12]([C:15]2[CH:20]=[C:19]([C:21]3[O:22][C:23]([CH3:26])=[N:24][N:25]=3)[CH:18]=[CH:17][C:16]=2[CH3:27])=[CH:11][CH:10]=1)=[O:8]. Procedure details: N-(3-Chlorobenzyl)-N-methyl-2′-methyl-5′-(5-methyl-1,3,4-oxadiazol-2-yl)-1,1′-biphenyl-4-carboxamide was prepared from N-(3-chlorobenzyl)-2′-methyl-5′-(5-methyl-1,3,4-oxadiazol-2-yl)-1,1′-biphenyl-4-carboxamide and iodomethane using method L. NMR; δH [2H6]—DMSO 7.89,(1H, d), 7.76,(1H, b), 7.59-7.33,(8H, m), 7.23,(1H, b), 4.70-4.55,(2H, m), 2.92,(3H, s), 2.55,(3H, s), 2.32,(3H, s). LCMS; retention time 3.58 min, MH+ 432/434. Starting materials: CCCc1ccc(CNC(=O)C2CN(c3nc(C)c(C(=O)OC(C)(C)C)s3)CCN2S(=O)(=O)c2ccc(OC(F)(F)F)cc2F)cc1, ClC(Cl)Cl, O=C(O)C(F)(F)F. Yields the product CCCc1ccc(CNC(=O)C2CN(c3nc(C)c(C(=O)O)s3)CCN2S(=O)(=O)c2ccc(OC(F)(F)F)cc2F)cc1. RXN SMILES: [C:1]([CH3:2])([CH3:3])([CH3:4])[O:5][C:6](=[O:7])[c:8]1[c:9]([CH3:47])[n:10][c:11]([N:13]2[CH2:14][CH:15]([C:34]([NH:35][CH2:36][c:37]3[cH:38][cH:39][c:40]([CH2:43][CH2:44][CH3:45])[cH:41][cH:42]3)=[O:46])[N:16]([S:19](=[O:20])(=[O:21])[c:22]3[c:23]([F:33])[cH:24][c:25]([O:28][C:29]([F:30])([F:31])[F:32])[cH:26][cH:27]3)[CH2:17][CH2:18]2)[s:12]1.[CH:55]([Cl:56])([Cl:57])[Cl:58].[OH:48][C:49]([C:50]([F:51])([F:52])[F:53])=[O:54]>>[O:5]=[C:6]([OH:7])[c:8]1[c:9]([CH3:47])[n:10][c:11]([N:13]2[CH2:14][CH:15]([C:34]([NH:35][CH2:36][c:37]3[cH:38][cH:39][c:40]([CH2:43][CH2:44][CH3:45])[cH:41][cH:42]3)=[O:46])[N:16]([S:19](=[O:20])(=[O:21])[c:22]3[c:23]([F:33])[cH:24][c:25]([O:28][C:29]([F:30])([F:31])[F:32])[cH:26][cH:27]3)[CH2:17][CH2:18]2)[s:12]1. The product is O=c1ncc(Cl)cn1CS(=O)c1ccc(Cl)cc1. Reaction SMILES: [Br-:26].[Br:15][CH2:16][S:17](=[O:18])[c:19]1[cH:20][cH:21][c:22]([Cl:25])[cH:23][cH:24]1.[CH3:1][C:2]([CH3:3])([O-:4])[CH3:5].[Cl:7][c:8]1[cH:9][n:10][c:11](=[O:14])[nH:12][cH:13]1.[K+:27].[K+:6].[O:28]=[CH:29][N:30]([CH3:31])[CH3:32]>>[Cl:7][c:8]1[cH:9][n:10]([CH2:16][S:17](=[O:18])[c:19]2[cH:20][cH:21][c:22]([Cl:25])[cH:23][cH:24]2)[c:11](=[O:14])[n:12][cH:13]1. Starting materials: [Br-], O=S(CBr)c1ccc(Cl)cc1, CC(C)(C)[O-], O=c1ncc(Cl)c[nH]1, [K+], [K+], CN(C)C=O.